From a dataset of the Open Reaction Database (ORD), a public repository of structured organic reaction records. describe an organic reaction: reactants, conditions, products, and yield Starting materials: [BH4-], CO, CCOC(=O)C1CC1C1CC(N(Cc2cc(C(F)(F)F)cc(C(F)(F)F)c2)C(=O)OC)c2cc(C(F)(F)F)ccc2N1C(=O)OC(C)C, [Na+]. Product: COC(=O)N(Cc1cc(C(F)(F)F)cc(C(F)(F)F)c1)C1CC(C2CC2CO)N(C(=O)OC(C)C)c2ccc(C(F)(F)F)cc21. Reaction SMILES: [BH4-:49].[CH3:51][OH:52].[CH:1]([CH3:2])([CH3:3])[O:4][C:5](=[O:6])[N:7]1[CH:8]([CH:41]2[CH:42]([C:44](=[O:45])[O:46][CH2:47][CH3:48])[CH2:43]2)[CH2:9][CH:10]([N:21]([C:22](=[O:23])[O:24][CH3:25])[CH2:26][c:27]2[cH:28][c:29]([C:37]([F:38])([F:39])[F:40])[cH:30][c:31]([C:33]([F:34])([F:35])[F:36])[cH:32]2)[c:11]2[cH:12][c:13]([C:17]([F:18])([F:19])[F:20])[cH:14][cH:15][c:16]21.[Na+:50]>>[CH:1]([CH3:2])([CH3:3])[O:4][C:5](=[O:6])[N:7]1[CH:8]([CH:41]2[CH:42]([CH2:44][OH:45])[CH2:43]2)[CH2:9][CH:10]([N:21]([C:22](=[O:23])[O:24][CH3:25])[CH2:26][c:27]2[cH:28][c:29]([C:37]([F:38])([F:39])[F:40])[cH:30][c:31]([C:33]([F:34])([F:35])[F:36])[cH:32]2)[c:11]2[cH:12][c:13]([C:17]([F:18])([F:19])[F:20])[cH:14][cH:15][c:16]21. Starting materials: OC1=C2C=3C(=CC=NC3C3=C1C=CC=C3)CCC2 (7-Hydroxy-5,6-dihydro-4H-dibenzo[de,h]quinoline), [H-].[Na+] (sodium hydride), BrCC(=O)OCC (ethyl bromoacetate). Solvent: CN(C=O)C (dimethylformamide), CN(C=O)C (dimethylformamide). Conditions: temperature 20 celsius. The product is N1=CC=C2C=3C(=C(C4=C(C13)C=CC=C4)OCC(=O)OCC)CCC2 (Ethyl (5,6-dihydro-4H-dibenzo[de,h]quinol-7-yloxy)acetate). The yield is 46.0%. As a reaction SMILES: [OH:1][C:2]1[C:11]2[CH:12]=[CH:13][CH:14]=[CH:15][C:10]=2[C:9]2[N:8]=[CH:7][CH:6]=[C:5]3[CH2:16][CH2:17][CH2:18][C:3]=1[C:4]=23.[H-].[Na+].Br[CH2:22][C:23]([O:25][CH2:26][CH3:27])=[O:24]>CN(C)C=O>[N:8]1[C:9]2[C:10]3[CH:15]=[CH:14][CH:13]=[CH:12][C:11]=3[C:2]([O:1][CH2:22][C:23]([O:25][CH2:26][CH3:27])=[O:24])=[C:3]3[CH2:18][CH2:17][CH2:16][C:5]([C:4]=23)=[CH:6][CH:7]=1 |f:1.2|. Procedure: 7-Hydroxy-5,6-dihydro-4H-dibenzo[de,h]quinoline (27 g) [prepared as described in Example 2] is added to a suspension of sodium hydride (50% dispersion in mineral oil; (5.75 g) in anhydrous dimethylformamide (520 cc) and then, after stirring for 4 hours, ethyl bromoacetate (21.3 g) in solution in anhydrous dimethylformamide (20 cc) is added. The reaction mixture is maintained for 22 and a half hours at about 20° C., is distilled water (10 cc) is added, the mixture is concentrated to a volume of 4... Starting materials: C(C)OC(=O)C=1N=C(N(C1)C1=CC=C(C=C1)C1=CC(=CC=C1)S(=O)(=O)C)C1=C(C=CC=C1)C(F)(F)F (Ethyl-1-(3′-(methylsulfonyl)biphenyl-4-yl)-2-(2-(trifluoromethyl)phenyl)-1H imidazole-4-carboxylate), [C-]#N.[Na+] (NaCN), N (NH3). Run in CO (MeOH). Conditions: temperature 60 celsius. Product: CS(=O)(=O)C=1C=C(C=CC1)C1=CC=C(C=C1)N1C(=NC(=C1)C(=O)N)C1=C(C=CC=C1)C(F)(F)F (1-(3′-(methylsulfonyl)biphenyl-4-yl)-2-(2-(trifluoromethyl)phenyl)-1H-imidazole-4-carboxamide). Isolated yield 316.4%. RXN SMILES: C(O[C:4]([C:6]1[N:7]=[C:8]([C:27]2[CH:32]=[CH:31][CH:30]=[CH:29][C:28]=2[C:33]([F:36])([F:35])[F:34])[N:9]([C:11]2[CH:16]=[CH:15][C:14]([C:17]3[CH:22]=[CH:21][CH:20]=[C:19]([S:23]([CH3:26])(=[O:25])=[O:24])[CH:18]=3)=[CH:13][CH:12]=2)[CH:10]=1)=[O:5])C.[C-]#[N:38].[Na+].N>CO>[CH3:26][S:23]([C:19]1[CH:18]=[C:17]([C:14]2[CH:13]=[CH:12][C:11]([N:9]3[CH:10]=[C:6]([C:4]([NH2:38])=[O:5])[N:7]=[C:8]3[C:27]3[CH:32]=[CH:31][CH:30]=[CH:29][C:28]=3[C:33]([F:34])([F:36])[F:35])=[CH:16][CH:15]=2)[CH:22]=[CH:21][CH:20]=1)(=[O:25])=[O:24] |f:1.2|. Procedure details: Ethyl-1-(3′-(methylsulfonyl)biphenyl-4-yl)-2-(2-(trifluoromethyl)phenyl)-1H imidazole-4-carboxylate (500 mg, 0.971 mmol), NaCN (10 mg, 0.194 mmol) and 6 mL 2M NH3 in MeOH were added to a 15 mL sealed tube and heated at 60° C. for 72 h. The reaction was cooled and the compound was absorbed on to silica purified by column chromatography using hexanes:ethyl acetate as eluents to afford 1-(3′-(methylsulfonyl)biphenyl-4-yl)-2-(2-(trifluoromethyl)phenyl)-1H-imidazole-4-carboxamide (298 mgs, 63%) as a ... Reactants: N1=C(C=NC=C1)C1=CC=C(C=C1)CN(C[C@@H]([C@H](CC1=CC=CC=C1)NC([C@@H](NC(=O)OC)C(C)C)=O)O)NC(=O)OC(C)(C)C (1-[4-(pyrazin-2-yl)-phenyl]-4(S)-hydroxy-2-(tert-butoxycarbonyl)amino-5(S)-N-(N-methoxycarbonyl-(L)-valyl)amino-6-phenyl-2-azahexane), CO (methanol), Cl (hydrogen chloride). The solvent is O1CCOCC1 (dioxane). Product: Cl.N1=C(C=NC=C1)C1=CC=C(C=C1)CN(C[C@@H]([C@H](CC1=CC=CC=C1)NC([C@@H](NC(=O)OC)C(C)C)=O)O)N (1-[4-(Pyrazin-2-yl)-phenyl]-4(S)-hydroxy-2-amino-5(S)-N-(N-methoxycarbonyl-(L)-valyl)amino-6-phenyl-2-azahexane hydrochloride). RXN SMILES: [N:1]1[CH:6]=[CH:5][N:4]=[CH:3][C:2]=1[C:7]1[CH:12]=[CH:11][C:10]([CH2:13][N:14]([NH:38]C(OC(C)(C)C)=O)[CH2:15][C@H:16]([OH:37])[C@@H:17]([NH:25][C:26](=[O:36])[C@H:27]([CH:33]([CH3:35])[CH3:34])[NH:28][C:29]([O:31][CH3:32])=[O:30])[CH2:18][C:19]2[CH:24]=[CH:23][CH:22]=[CH:21][CH:20]=2)=[CH:9][CH:8]=1.CO.[ClH:48]>O1CCOCC1>[ClH:48].[N:1]1[CH:6]=[CH:5][N:4]=[CH:3][C:2]=1[C:7]1[CH:8]=[CH:9][C:10]([CH2:13][N:14]([NH2:38])[CH2:15][C@H:16]([OH:37])[C@@H:17]([NH:25][C:26](=[O:36])[C@H:27]([CH:33]([CH3:35])[CH3:34])[NH:28][C:29]([O:31][CH3:32])=[O:30])[CH2:18][C:19]2[CH:24]=[CH:23][CH:22]=[CH:21][CH:20]=2)=[CH:11][CH:12]=1 |f:4.5|. Reported procedure: 3.4 g (5.5 mmol) of 1-[4-(pyrazin-2-yl)-phenyl]-4(S)-hydroxy-2-(tert-butoxycarbonyl)amino-5(S)-N-(N-methoxycarbonyl-(L)-valyl)amino-6-phenyl-2-azahexane in 100 ml of 4N hydrogen chloride in dioxane. (Aldrich) and 10 ml of methanol are stirred at room temperature for 2 hours. The solvents are removed; dioxane is added twice to the residue and evaporated off. The title compound is obtained in the form of a viscous oil, with the compound crystallising out on trituration with ether. M.p.: 194-198° C... The reactants are CC(C)=O, CI, [Cl-], CCC=CCCCl, [Mg], [NH4+], C1CCOC1. Product: CCC=CCCC(C)(C)O. Reaction SMILES: [CH3:11][C:12]([CH3:13])=[O:14].[CH3:2][I:3].[Cl-:15].[Cl:4][CH2:5][CH2:6][CH:7]=[CH:8][CH2:9][CH3:10].[Mg:1].[NH4+:16].[O:17]1[CH2:18][CH2:19][CH2:20][CH2:21]1>>[CH2:5]([CH2:6][CH:7]=[CH:8][CH2:9][CH3:10])[C:12]([CH3:11])([CH3:13])[OH:14]. Reactants: Cl (HCl), [OH-].[Na+] (NaOH), CO (methanol), C(C)OC(=O)C1=C(SC=C1C1=CC=C(C=C1)OC)N1C(C2=CC=CC=C2C1=O)=O (2-(1,3-dioxo-1,3-dihydroisoindol-2-yl)-4-(4-methoxyphenyl)-thiophene-3-carboxylic acid ethyl ester). Solvent: O (H2O), O (water). Product: O=C1N(C(C2=CC=CC=C12)=O)C=1SC=C(C1C(=O)O)C1=CC=C(C=C1)OC (2-(1,3-Dioxo-1,3-dihydroisoindol-2-yl)-4-(4-methoxyphenyl)-thiophene-3-carboxylic acid). RXN SMILES: [OH-].[Na+].CO.C([O:7][C:8]([C:10]1[C:14]([C:15]2[CH:20]=[CH:19][C:18]([O:21][CH3:22])=[CH:17][CH:16]=2)=[CH:13][S:12][C:11]=1[N:23]1[C:31](=[O:32])[C:30]2[C:25](=[CH:26][CH:27]=[CH:28][CH:29]=2)[C:24]1=[O:33])=[O:9])C.Cl>O>[O:32]=[C:31]1[C:30]2[C:25](=[CH:26][CH:27]=[CH:28][CH:29]=2)[C:24](=[O:33])[N:23]1[C:11]1[S:12][CH:13]=[C:14]([C:15]2[CH:16]=[CH:17][C:18]([O:21][CH3:22])=[CH:19][CH:20]=2)[C:10]=1[C:8]([OH:9])=[O:7] |f:0.1|. Procedure: To a solution of NaOH (1.4 mmol) in a 1:1 mixture of methanol:H2O (6 mL) is added 2-(1,3-dioxo-1,3-dihydroisoindol-2-yl)-4-(4-methoxyphenyl)-thiophene-3-carboxylic acid ethyl ester (0.7 mmol, Example 20, Part C). The mixture is heated to reflux for 90 min, then diluted with water (12 mL), chilled in an ice bath, and acidified with concentrated HCl. The product that precipitates is collected by filtration, washed with water, and dried, affording the desired compound. The reactants are FC=C(CN1C(C=2C(C1=O)=CC=CC2)=O)CBr (1-fluoro-2-bromomethyl-3-phthalimidopropene), ClC1=C(C=CC(=C1)Cl)O (2,4-dichlorophenol), [H-].[Na+] (sodium hydride), oil, CCOCC (ether). Yield: 88.0%. Run in CN(C=O)C (dimethylformamide), [Cl-].[Na+].O (brine). Yields the product F\C(=C/CN1C(C=2C(C1=O)=CC=CC2)=O)\COC2=C(C=C(C=C2)Cl)Cl ((Z)-1-fluoro-(2',4'-dichlorophenoxy)methyl -3-phthalimidopropene). Reported procedure: Solid 1-fluoro-2-bromomethyl-3-phthalimidopropene (0.60 g) is added to a previously prepared mixture of 2,4-dichlorophenol (0.33 g) and sodium hydride dispersion (96 mg of 55-60% oil dispersion) in dimethylformamide (10 ml) at room temperature. Stirring is continued for 3 hours, then brine is added and the product is isolated by ether extraction. The extracted material is essentially pure (Z)-1-fluoro-(2',4'-dichlorophenoxy)methyl -3-phthalimidopropene (0.67 g; 88% yield). A small portion is rec... As a reaction SMILES: [F:1][CH:2]=[C:3](CBr)[CH2:4][N:5]1[C:9](=[O:10])[C:8]2=[CH:11][CH:12]=[CH:13][CH:14]=[C:7]2[C:6]1=[O:15].[Cl:18][C:19]1[CH:24]=[C:23]([Cl:25])[CH:22]=[CH:21][C:20]=1[OH:26].[H-].[Na+].[CH3:29]COCC>CN(C)C=O.[Cl-].[Na+].O>[F:1]/[C:2](/[CH2:29][O:26][C:20]1[CH:21]=[CH:22][C:23]([Cl:25])=[CH:24][C:19]=1[Cl:18])=[CH:3]\[CH2:4][N:5]1[C:6](=[O:15])[C:7]2=[CH:14][CH:13]=[CH:12][CH:11]=[C:8]2[C:9]1=[O:10] |f:2.3,6.7.8|. Run at time 3 hour. Reactants: C(C)(=O)N1CCNCC1 (1-acetylpiperazine), CS(=O)(=O)Cl (Methane sulphonyl chloride), FC=1C=C(C=CC1F)NCC(=O)NC1=C(C(=CC=C1)CO)C (2-(3,4-Difluorophenylamino)-N-(3-hydroxymethyl-2-methylphenyl)acetamide), C(C)(C)N(C(C)C)CC (N,N-diisopropylethylamine). The solvent is O1CCCC1 (tetrahydrofuran), O1CCCC1 (tetrahydrofuran). Conditions: time 1.5 hour. Yields the product C(C)(=O)N1CCN(CC1)CC=1C(=C(C=CC1)NC(CNC1=CC(=C(C=C1)F)F)=O)C (N-[3-(4-Acetyl-piperazin-1-ylmethyl)-2-methylphenyl]-2-(3,4-difluorophenylamino)acetamide). RXN SMILES: CS(Cl)(=O)=O.[F:6][C:7]1[CH:8]=[C:9]([NH:14][CH2:15][C:16]([NH:18][C:19]2[CH:24]=[CH:23][CH:22]=[C:21]([CH2:25]O)[C:20]=2[CH3:27])=[O:17])[CH:10]=[CH:11][C:12]=1[F:13].C(N(CC)C(C)C)(C)C.[C:37]([N:40]1[CH2:45][CH2:44][NH:43][CH2:42][CH2:41]1)(=[O:39])[CH3:38]>O1CCCC1>[C:37]([N:40]1[CH2:45][CH2:44][N:43]([CH2:25][C:21]2[C:20]([CH3:27])=[C:19]([NH:18][C:16](=[O:17])[CH2:15][NH:14][C:9]3[CH:10]=[CH:11][C:12]([F:13])=[C:7]([F:6])[CH:8]=3)[CH:24]=[CH:23][CH:22]=2)[CH2:42][CH2:41]1)(=[O:39])[CH3:38]. Procedure details: Methane sulphonyl chloride (0.06ml) was added to a solution of the product of step (d) (0.12 g) and N,N-diisopropylethylamine (0.28 ml) in tetrahydrofuran (3ml). The reaction mixture was stirred at room temperature for 1.5 hours. A solution of 1-acetylpiperazine (0. 15 g) in tetrahydrofuran (1 ml) was added and the mixture was heated at reflux for 2 hours. The reaction mixture was partitioned between ethyl acetate and water and the organic phase was washed with water and brine, dried (MgSO4) and... The reactants are COC1=C(C(=O)OC)C=C(C=C1)C1=NN=NN1 (methyl 2-methoxy-5-(1H-tetrazol-5-yl)benzoate), [OH-].[Li+] (lithium hydroxide), O1CCCC1.O (tetrahydrofuran water). Run in Cl (hydrochloric acid), ClCCl (dichloromethane). Reaction conditions: time 24 hour. Yields the product COC1=C(C(=O)O)C=C(C=C1)C1=NN=NN1 (2-Methoxy-5-(1H-tetrazol-5-yl)benzoic acid). Reaction SMILES: [CH3:1][O:2][C:3]1[CH:12]=[CH:11][C:10]([C:13]2[NH:17][N:16]=[N:15][N:14]=2)=[CH:9][C:4]=1[C:5]([O:7]C)=[O:6].[OH-].[Li+].O1CCCC1.O>Cl.ClCCl>[CH3:1][O:2][C:3]1[CH:12]=[CH:11][C:10]([C:13]2[NH:14][N:15]=[N:16][N:17]=2)=[CH:9][C:4]=1[C:5]([OH:7])=[O:6] |f:1.2,3.4|. Procedure: Combine methyl 2-methoxy-5-(1H-tetrazol-5-yl)benzoate (1 mmol) and lithium hydroxide (1.1 mmol) in 1/1 tetrahydrofuran/water (5 mL). After 24 hours, dilute the reaction mixture with a 0.5M aqueous hydrochloric acid solution and dichloromethane. Separate the layers and extract the aqueous layer three times with dichloromethane. Combine the organic layers, dry over MgSO4, filter, and evaporate in vacuo to give the title compound. Reactants: ClC1=CC=C(C=C1)N1C(CNC2=CC=CC=C12)=O (1-(4-chlorophenyl)-1,2,3,4-tetrahydroquinoxalin-2-one). Reagents/catalysts: [O-2].[O-2].[Mn+4] (manganese dioxide). Run in ClCCl (dichloromethane). Yields the product ClC1=CC=C(C=C1)N1C(C=NC2=CC=CC=C12)=O (1-(4-Chlorophenyl)-1,2-dihydroquinoxalin-2-one). Reaction SMILES: [Cl:1][C:2]1[CH:7]=[CH:6][C:5]([N:8]2[C:17]3[C:12](=[CH:13][CH:14]=[CH:15][CH:16]=3)[NH:11][CH2:10][C:9]2=[O:18])=[CH:4][CH:3]=1>ClCCl.[O-2].[O-2].[Mn+4]>[Cl:1][C:2]1[CH:3]=[CH:4][C:5]([N:8]2[C:17]3[C:12](=[CH:13][CH:14]=[CH:15][CH:16]=3)[N:11]=[CH:10][C:9]2=[O:18])=[CH:6][CH:7]=1 |f:2.3.4|. Procedure details: A solution of 1-(4-chlorophenyl)-1,2,3,4-tetrahydroquinoxalin-2-one (8.2 g) in dichloromethane (50 ml) was stirred with manganese dioxide (10.0 g) for 4 hours. The mixture was filtered, evaporated, and the residue was recrystallised from ethanol giving the title compound mp 169°-171° C.